From a dataset of the Open Reaction Database (ORD), a public repository of structured organic reaction records. describe an organic reaction: reactants, conditions, products, and yield Reactants: acetate salt, C(C)(=O)[O-] (acetate), COC1=C(CNC(=N)NC2=NC=CC=C2)C=CC=C1 (N-(2-methoxybenzyl)-N′-pyridin-2-yl-guanidine), N1=C(C=CC=C1)NC(=S)N (N-pyridin-2-yl-thiourea), COC1=C(CN)C=CC=C1 (2-methoxybenzylamine), CI (methyl iodide). The solvent is CO (methanol), CO (methanol). Reaction conditions: temperature 70 celsius. The product is C(C)(=O)O.COC1=C(CNC(=N)NC2=NC=CC=C2)C=CC=C1 (N-(2-methoxybenzyl)-N′-pyridin-2-yl-guanidine acetate). As a reaction SMILES: N1C=CC=CC=1NC(N)=S.CI.COC1C=CC=CC=1CN.[C:23]([O-:26])(=[O:25])[CH3:24].[CH3:27][O:28][C:29]1[CH:45]=[CH:44][CH:43]=[CH:42][C:30]=1[CH2:31][NH:32][C:33]([NH:35][C:36]1[CH:41]=[CH:40][CH:39]=[CH:38][N:37]=1)=[NH:34]>CO>[C:23]([OH:26])(=[O:25])[CH3:24].[CH3:27][O:28][C:29]1[CH:45]=[CH:44][CH:43]=[CH:42][C:30]=1[CH2:31][NH:32][C:33]([NH:35][C:36]1[CH:41]=[CH:40][CH:39]=[CH:38][N:37]=1)=[NH:34] |f:6.7|. Reported procedure: 0.800 g (5.117 mmol) N-pyridin-2-yl-thiourea was dissolved in 10 mL methanol, 0.45 mL (7.164 mmol) methyl iodide in 5 mL methanol was added dropwise, and the mixture was heated for 1 hr at 70° C. (oil bath temperature) and subsequently stirred at room temperature. The solvent was removed under vacuum and the intermediate product, methyl N-(pyridin-2-yl)imidothiocarbamate hydroiodide, was redissolved in 15 mL ethanol. 1.36 mL (10.235 mmol) 2-methoxybenzylamine was added dropwise, and the mixture ... Reactants: C(#N)C1=CC=C(C=C1)CCNC(OC(C)(C)C)=O (t-Butyl 2-(4-cyanophenyl)ethylcarbamate), C(=O)(C(F)(F)F)O (TFA). Solvent: C(Cl)Cl (DCM). Run at time 15 minute. The product is C(#N)C1=CC=C(CCN)C=C1 (4-Cyanophenethylamine). Isolated yield 95.8%. Reaction SMILES: [C:1]([C:3]1[CH:8]=[CH:7][C:6]([CH2:9][CH2:10][NH:11]C(=O)OC(C)(C)C)=[CH:5][CH:4]=1)#[N:2].C(O)(C(F)(F)F)=O>C(Cl)Cl>[C:1]([C:3]1[CH:8]=[CH:7][C:6]([CH2:9][CH2:10][NH2:11])=[CH:5][CH:4]=1)#[N:2]. Procedure details: Compound 114 (308 mg, 1.25 mmol) was dissolved in DCM (4 mL) and the solution was cooled in an ice-water bath. TFA (3.5 mL) was then added and the mixture was stirred at room temperature for 15 min. The reaction mixture was concentrated in vacuo and the residue was dissolved in EtOAc (50 mL). The solution was washed with K2CO3 (sat., 3×), brine, dried and concentrated to yield 115 (175 mg, 95%) as a pale yellow oil. MS (APCI): m/z 147 [M+H]+.